This data is from the Open Reaction Database (ORD), a public repository of structured organic reaction records. The task is: describe an organic reaction: reactants, conditions, products, and yield Starting materials: CCc1cncc(N2CC3CCN(C(=O)OC(C)(C)C)C3C2)c1, ClCCl, O=C(O)C(F)(F)F. The product is CCc1cncc(N2CC3CCNC3C2)c1. Reaction SMILES: [CH2:1]([CH3:2])[c:3]1[cH:4][c:5]([N:9]2[CH2:10][CH:11]3[N:12]([C:17]([O:18][C:19]([CH3:20])([CH3:21])[CH3:22])=[O:23])[CH2:13][CH2:14][CH:15]3[CH2:16]2)[cH:6][n:7][cH:8]1.[Cl:31][CH2:32][Cl:33].[OH:24][C:25]([C:26]([F:27])([F:28])[F:29])=[O:30]>>[CH2:1]([CH3:2])[c:3]1[cH:4][c:5]([N:9]2[CH2:10][CH:11]3[NH:12][CH2:13][CH2:14][CH:15]3[CH2:16]2)[cH:6][n:7][cH:8]1.